Dataset: the Open Reaction Database (ORD), a public repository of structured organic reaction records. Task: describe an organic reaction: reactants, conditions, products, and yield The reactants are C1(=CC=CC=C1)C(C)NC1=C(C=CC(=C1)F)C(C(F)(F)F)=O (1-(2-(1-Phenylethylamino)-4-fluorophenyl)-2,2,2-trifluoroethanone), N1(CCNCC1)C(=O)OC(C)(C)C (t-butyl piperazine-1-carboxylate), C(C)(C)N(C(C)C)CC (N,N-diisopropylethylamine). Procedure details: 1-(2-(1-Phenylethylamino)-4-fluorophenyl)-2,2,2-trifluoroethanone (150 mg, 0.48 mmol), t-butyl piperazine-1-carboxylate (98.7 mg, 0.53 mmol), N,N-diisopropylethylamine (124 mg, 0.96 mmol) were stirred at 80° C. in dry acetonitrile (25 mL) for 21 h. The solvent was evaporated and the residue was dissolved in dichloromethane and washed with water. The dichloromethane was evaporated and the crude compound was purified by silica chromatography using 25% ethyl acetate in hexanes to afford the title c... Reaction SMILES: [C:1]1([CH:7]([NH:9][C:10]2[CH:15]=[C:14](F)[CH:13]=[CH:12][C:11]=2[C:17](=[O:22])[C:18]([F:21])([F:20])[F:19])[CH3:8])[CH:6]=[CH:5][CH:4]=[CH:3][CH:2]=1.[N:23]1([C:29]([O:31][C:32]([CH3:35])([CH3:34])[CH3:33])=[O:30])[CH2:28][CH2:27][NH:26][CH2:25][CH2:24]1.C(N(CC)C(C)C)(C)C>C(#N)C>[C:1]1([CH:7]([NH:9][C:10]2[CH:15]=[C:14]([N:26]3[CH2:25][CH2:24][N:23]([C:29]([O:31][C:32]([CH3:35])([CH3:34])[CH3:33])=[O:30])[CH2:28][CH2:27]3)[CH:13]=[CH:12][C:11]=2[C:17](=[O:22])[C:18]([F:21])([F:20])[F:19])[CH3:8])[CH:6]=[CH:5][CH:4]=[CH:3][CH:2]=1. Yields the product C1(=CC=CC=C1)C(C)NC=1C=C(C=CC1C(C(F)(F)F)=O)N1CCN(CC1)C(=O)OC(C)(C)C (t-Butyl 4-(3-(1-phenylethylamino)-4-(2,2,2-trifluoroacetyl)phenyl)piperazine-1-carboxylate). Solvent: C(C)#N (acetonitrile). Yield: 30.5%.